This data is from the Open Reaction Database (ORD), a public repository of structured organic reaction records. The task is: describe an organic reaction: reactants, conditions, products, and yield Starting materials: S=C(n1ccnc1)n1ccnc1, CC#N, Nc1nc2c(Cl)cccc2s1. Product: S=C(Nc1nc2c(Cl)cccc2s1)n1ccnc1. RXN SMILES: [C:12](=[S:13])([n:14]1[cH:15][n:16][cH:17][cH:18]1)[n:19]1[cH:20][cH:21][n:22][cH:23]1.[CH3:24][C:25]#[N:26].[Cl:1][c:2]1[cH:3][cH:4][cH:5][c:6]2[c:7]1[n:8][c:9]([NH2:11])[s:10]2>>[Cl:1][c:2]1[cH:3][cH:4][cH:5][c:6]2[c:7]1[n:8][c:9]([NH:11][C:12](=[S:13])[n:14]1[cH:15][n:16][cH:17][cH:18]1)[s:10]2. Starting materials: C(C1=CC=CC=C1)O[C@H](C[C@H](CC(=O)OC(C)(C)C)F)CCCC (t-Butyl (3R,5S)-5-benzyloxy-3-fluorononanoate). Reagents/catalysts: [Pd] (palladium-on-carbon). The solvent is CO (methanol). Reaction conditions: time 8 hour. Yields the product F[C@@H](CC(=O)OC(C)(C)C)C[C@H](CCCC)O (t-Butyl (3R,5S)-3-fluoro-5-hydroxynonanoate). Isolated yield 64.3%. RXN SMILES: C([O:8][C@@H:9]([CH2:21][CH2:22][CH2:23][CH3:24])[CH2:10][C@@H:11]([F:20])[CH2:12][C:13]([O:15][C:16]([CH3:19])([CH3:18])[CH3:17])=[O:14])C1C=CC=CC=1>[Pd].CO>[F:20][C@H:11]([CH2:10][C@@H:9]([OH:8])[CH2:21][CH2:22][CH2:23][CH3:24])[CH2:12][C:13]([O:15][C:16]([CH3:18])([CH3:19])[CH3:17])=[O:14]. Procedure details: In a 200 ml flask were charged 60 ml of methanol, 3.18 g of 10% palladium-on-carbon, and 10.6 g of t-butyl (3R,5S)-5-benzyloxy-3-fluorononanoate obtained in Step 4, and hydrogenolysis was conducted at room temperature for 8 hours. The catalyst was removed by filtration, and the filtrate was distilled to remove the solvent. The residue was purified by silica gel column chromatography to obtain 5.0 g (64.2%) of the titled compound. Starting materials: C(C)(C)(C)C1=CC=C(C=C1)N1C(N(C(C1=O)(C)C)CC1=CC=2N(C=C1)OC(N2)=S)=O (3-(4-tert-butylphenyl)-5,5-dimethyl-1-[(2-thioxo-2H-[1,2,4]oxadiazolo[2,3-a]pyridin-7-yl)methyl]imidazolidine-2,4-dione), N1CCCC1 (pyrrolidine). The solvent is O1CCOCC1 (dioxane). The product is C(C)(C)(C)C1=CC=C(C=C1)N1C(N(C(C1=O)(C)C)CC1=CC(=NC=C1)NC(=O)N1CCCC1)=O (N-(4-{[3-(4-tert-butylphenyl)-5,5-dimethyl-2,4-dioxoimidazolidin-1-yl]methyl}pyridin-2-yl)pyrrolidine-1-carboxamide). As a reaction SMILES: [C:1]([C:5]1[CH:10]=[CH:9][C:8]([N:11]2[C:15](=[O:16])[C:14]([CH3:18])([CH3:17])[N:13]([CH2:19][C:20]3[CH:25]=[CH:24][N:23]4[O:26][C:27](=S)[N:28]=[C:22]4[CH:21]=3)[C:12]2=[O:30])=[CH:7][CH:6]=1)([CH3:4])([CH3:3])[CH3:2].[NH:31]1[CH2:35][CH2:34][CH2:33][CH2:32]1>O1CCOCC1>[C:1]([C:5]1[CH:10]=[CH:9][C:8]([N:11]2[C:15](=[O:16])[C:14]([CH3:18])([CH3:17])[N:13]([CH2:19][C:20]3[CH:25]=[CH:24][N:23]=[C:22]([NH:28][C:27]([N:31]4[CH2:35][CH2:34][CH2:33][CH2:32]4)=[O:26])[CH:21]=3)[C:12]2=[O:30])=[CH:7][CH:6]=1)([CH3:4])([CH3:3])[CH3:2]. Procedure: This compound may be prepared as obtained in stage c) of Example 9, but starting with 200 mg of 3-(4-tert-butylphenyl)-5,5-dimethyl-1-[(2-thioxo-2H-[1,2,4]oxadiazolo[2,3-a]pyridin-7-yl)methyl]imidazolidine-2,4-dione obtained in stage b) of Example 9, 4 mL of dioxane and 40.2 mg of pyrrolidine. After chromatography on a column of silica, eluting with a mixture of heptane/ethyl acetate (gradient from 100/0 to 0/100 by volume), 64.3 mg of N-(4-{[3-(4-tert-butylphenyl)-5,5-dimethyl-2,4-dioxoimidazol... Starting materials: N (ammonia), C1CCC(CC1)N=C=NC2CCCCC2 (DCC), CC1(N(C(N(C1=O)[C@H](C(=O)N[C@@H](CC(=O)O)C)CC1CC1)=O)CC1=CC(=C(C=C1)NC(=O)NC1=C(C=CC=C1)C)OC)C ((R)-3-((S)-2-(4,4-Dimethyl-3-(4-(3-(2-methylphenyl)ureido)-3-methoxybenzyl)-2,5-dioxoimidazolidin-1-yl)-2-(cyclopropylmethyl)acetylamino)-3-methylpropionic Acid), C=1C=CC2=C(C1)N=NN2O (HOBT), N (ammonia). The solvent is CN(C)C=O (DMF). Conditions: time 1 hour. Yields the product CC1(N(C(N(C1=O)[C@H](C(=O)N[C@@H](CC(=O)N)C)CC1CC1)=O)CC1=CC(=C(C=C1)NC(=O)NC1=C(C=CC=C1)C)OC)C ((R)-3-((S)-2-(4,4-Dimethyl-3-(4-(3-(2-methylphenyl)ureido)-3-methoxybenzyl)-2,5-dioxoimidazolidin-1-yl)-2-(cyclopropylmethyl)acetylamino)-3-methylpropionamide). Isolated yield 82.7%. RXN SMILES: C1CCC([N:7]=C=NC2CCCCC2)CC1.[CH3:16][C:17]1([CH3:58])[C:21](=[O:22])[N:20]([C@@H:23]([CH2:33][CH:34]2[CH2:36][CH2:35]2)[C:24]([NH:26][C@H:27]([CH3:32])[CH2:28][C:29]([OH:31])=O)=[O:25])[C:19](=[O:37])[N:18]1[CH2:38][C:39]1[CH:44]=[CH:43][C:42]([NH:45][C:46]([NH:48][C:49]2[CH:54]=[CH:53][CH:52]=[CH:51][C:50]=2[CH3:55])=[O:47])=[C:41]([O:56][CH3:57])[CH:40]=1.C1C=CC2N(O)N=NC=2C=1.N>CN(C=O)C>[CH3:58][C:17]1([CH3:16])[C:21](=[O:22])[N:20]([C@@H:23]([CH2:33][CH:34]2[CH2:35][CH2:36]2)[C:24]([NH:26][C@H:27]([CH3:32])[CH2:28][C:29]([NH2:7])=[O:31])=[O:25])[C:19](=[O:37])[N:18]1[CH2:38][C:39]1[CH:44]=[CH:43][C:42]([NH:45][C:46]([NH:48][C:49]2[CH:54]=[CH:53][CH:52]=[CH:51][C:50]=2[CH3:55])=[O:47])=[C:41]([O:56][CH3:57])[CH:40]=1. Procedure: 131 mg (0.636 mmol) of DCC were added to a solution of 330 mg (0.555 mmol) of the compound of Example 1 and 125 mg (0.926 mmol) of HOBT in 4 mL of absolute DMF, the mixture was stirred at room temperature for 1 hour and then 47 μL (0.555 mmol) of a 25% strength aqueous ammonia solution were added. The mixture was allowed to stand overnight at room temperature, a further 16 μL of a 25% strength aqueous ammonia solution were added and the mixture was stirred for 4 hours. After filtration, the filt... Reactants: C(C)(C)(C)OC(=O)N1CCC=2C(=NN(C2CC1)CC1=CC=C(C=C1)[N+](=O)[O-])C1=CC=C(C=C1)Cl (3-(4-Chloro-phenyl)-1-(4-nitro-benzyl)-4,5,7,8-tetrahydro-1H-1,2,6-triaza-azulene-6-carboxylic acid tert-butyl ester), [H][H] (hydrogen). Reagents/catalysts: [Pd] (palladium on carbon). The solvent is CCO (EtOH). Product: C(C)(C)(C)OC(=O)N1CCC=2C(=NN(C2CC1)CC1=CC=C(C=C1)N)C1=CC=CC=C1 (1-(4-amino-benzyl)-3-phenyl-4,5,7,8-tetrahydro-1H-1,2,6-triaza-azulene-6-carboxylic acid tert-butyl ester). Yield: 90.7%. Reaction SMILES: [C:1]([O:5][C:6]([N:8]1[CH2:17][CH2:16][C:15]2[N:14]([CH2:18][C:19]3[CH:24]=[CH:23][C:22]([N+:25]([O-])=O)=[CH:21][CH:20]=3)[N:13]=[C:12]([C:28]3[CH:33]=[CH:32][C:31](Cl)=[CH:30][CH:29]=3)[C:11]=2[CH2:10][CH2:9]1)=[O:7])([CH3:4])([CH3:3])[CH3:2].[H][H]>CCO.[Pd]>[C:1]([O:5][C:6]([N:8]1[CH2:17][CH2:16][C:15]2[N:14]([CH2:18][C:19]3[CH:20]=[CH:21][C:22]([NH2:25])=[CH:23][CH:24]=3)[N:13]=[C:12]([C:28]3[CH:33]=[CH:32][CH:31]=[CH:30][CH:29]=3)[C:11]=2[CH2:10][CH2:9]1)=[O:7])([CH3:4])([CH3:2])[CH3:3]. Reported procedure: 3-(4-Chloro-phenyl)-1-(4-nitro-benzyl)-4,5,7,8-tetrahydro-1H-1,2,6-triaza-azulene-6-carboxylic acid tert-butyl ester (Example 98, 70 mg) was dissolved in 25 mL of anhydrous EtOH and treated with 10% palladium on carbon (20 mg). The mixture was subjected to hydrogen for 4 h at 30 psi. The mixture was filtered through diatomaceous earth. The filtrate was concentrated and dried via vacuum line to afford 55 mg of 1-(4-amino-benzyl)-3-phenyl-4,5,7,8-tetrahydro-1H-1,2,6-triaza-azulene-6-carboxylic aci...